From a dataset of the Open Reaction Database (ORD), a public repository of structured organic reaction records. describe an organic reaction: reactants, conditions, products, and yield The reactants are C(C)OC(COC1=C(C=CC(=C1)C1OCCCO1)[N+](=O)[O-])=O ((5-[1,3]dioxan-2-yl-2-nitrophenoxy)acetic acid ethyl ester), [Cl-].[Ca+2].[Cl-] (calcium chloride). RXN SMILES: C(OC(=O)CO[C:7]1[CH:12]=[C:11]([CH:13]2[O:18][CH2:17][CH2:16][CH2:15][O:14]2)[CH:10]=[CH:9][C:8]=1[N+:19]([O-])=O)C.[Cl-].[Ca+2].[Cl-]>C(O)C.O.[Zn]>[O:18]1[CH2:17][CH2:16][CH2:15][O:14][CH:13]1[C:11]1[CH:12]=[C:7]2[C:8](=[CH:9][CH:10]=1)[NH:19][C:13](=[O:14])[CH2:11][CH2:10]2 |f:1.2.3|. Conditions: temperature 100 celsius. Procedure: The phenol, 5-[1,3]dioxan-2-yl-2-nitrophenol, used as a starting material was prepared from 4-nitro-3-hydroxybenzaldehyde according to: Belliotti, T. R.; Wustrow, D. J.; Brink, W. A.; Zoski, K. T.; Shih, Y.-H.; Whetzel, S. Z.; Georgic, L. M.; Corbin, A. E.; Akunne, H. C.; Heffner, T. G.; Pugsley, T. A.; Wise, L. D. J. Med. Chem. 1999, 42, 5181. To a solution of the phenol (2.55 g, 11.3 mmol) in dimethylformamide (20 mL) was added potassium carbonate (2.56 g, 18.5 mmol, 1.6 eq) and ethyl bromoace... Reagents/catalysts: [Zn] (zinc). Solvent: C(C)O (ethanol), O (water). The product is O1C(OCCC1)C=1C=C2CCC(NC2=CC1)=O (6-[1,3]dioxan-2-yl-3,4-dihydro-1H-quinolin-2-one). The product is CCN1C(=O)CN(CCO)Cc2ccc(Nc3ncc(Cl)c(Nc4c(F)cccc4C(=O)NC)n3)cc21. Starting materials: OCCBr, O=C([O-])[O-], CCO, CCN1C(=O)CNCc2ccc(Nc3ncc(Cl)c(Nc4c(F)cccc4C(=O)NC)n3)cc21, [K+], [K+]. Reaction SMILES: [Br:41][CH2:42][CH2:43][OH:44].[C:35](=[O:36])([O-:37])[O-:38].[CH3:45][CH2:46][OH:47].[Cl:1][c:2]1[c:3]([NH:23][c:24]2[c:25]([C:26](=[O:27])[NH:28][CH3:29])[cH:30][cH:31][cH:32][c:33]2[F:34])[n:4][c:5]([NH:8][c:9]2[cH:10][cH:11][c:12]3[c:13]([cH:22]2)[N:14]([CH2:20][CH3:21])[C:15](=[O:19])[CH2:16][NH:17][CH2:18]3)[n:6][cH:7]1.[K+:39].[K+:40]>>[Cl:1][c:2]1[c:3]([NH:23][c:24]2[c:25]([C:26](=[O:27])[NH:28][CH3:29])[cH:30][cH:31][cH:32][c:33]2[F:34])[n:4][c:5]([NH:8][c:9]2[cH:10][cH:11][c:12]3[c:13]([cH:22]2)[N:14]([CH2:20][CH3:21])[C:15](=[O:19])[CH2:16][N:17]([CH2:42][CH2:43][OH:44])[CH2:18]3)[n:6][cH:7]1. Reactants: Oc1cccc2c1CCC2, CC(=O)OC(C)=O, CCOCC, O, O=S(=O)(O)O. Yields the product Oc1cccc2c1CCC2, CC(=O)O. Reaction SMILES: [CH2:1]1[CH2:2][CH2:3][c:4]2[c:5]([OH:10])[cH:6][cH:7][cH:8][c:9]21.[CH3:11][C:12](=[O:13])[O:14][C:15](=[O:16])[CH3:17].[O:24]([CH2:25][CH3:26])[CH2:27][CH3:28].[OH2:23].[S:18](=[O:19])(=[O:20])([OH:21])[OH:22]>>[CH2:1]1[CH2:2][CH2:3][c:4]2[c:5]([OH:10])[cH:6][cH:7][cH:8][c:9]21.[CH3:11][C:12](=[O:13])[OH:14]. Starting materials: CCc1cc(Cl)c([N+](=O)[O-])c(Cl)n1, Cl, [Na+], [OH-], Cl[Sn]Cl. Yields the product CCc1cc(Cl)c(N)c(Cl)n1. RXN SMILES: [Cl:1][c:2]1[n:3][c:4]([CH2:12][CH3:13])[cH:5][c:6]([Cl:11])[c:7]1[N+:8]([O-:9])=[O:10].[ClH:17].[Na+:19].[OH-:18].[Sn:14]([Cl:15])[Cl:16]>>[Cl:1][c:2]1[n:3][c:4]([CH2:12][CH3:13])[cH:5][c:6]([Cl:11])[c:7]1[NH2:8].